From a dataset of the Open Reaction Database (ORD), a public repository of structured organic reaction records. describe an organic reaction: reactants, conditions, products, and yield Starting materials: O=C([O-])[O-], C1CCOC1, COP(=O)(CC(=O)CCCCCNC(=O)OC(C)(C)C)OC, Cc1ncc(C=O)cn1, [K+], [K+], O. Yields the product Cc1ncc(C=CC(=O)CCCCCNC(=O)OC(C)(C)C)cn1. RXN SMILES: [C:23](=[O:24])([O-:25])[O-:26].[CH2:38]1[O:39][CH2:40][CH2:41][CH2:42]1.[CH3:1][O:2][P:3](=[O:4])([O:5][CH3:6])[CH2:7][C:8]([CH2:9][CH2:10][CH2:11][CH2:12][CH2:13][NH:14][C:15](=[O:16])[O:17][C:18]([CH3:19])([CH3:20])[CH3:21])=[O:22].[CH3:29][c:30]1[n:31][cH:32][c:33]([CH:36]=[O:37])[cH:34][n:35]1.[K+:27].[K+:28].[OH2:43]>>[CH:7]([C:8]([CH2:9][CH2:10][CH2:11][CH2:12][CH2:13][NH:14][C:15](=[O:16])[O:17][C:18]([CH3:19])([CH3:20])[CH3:21])=[O:22])=[CH:36][c:33]1[cH:32][n:31][c:30]([CH3:29])[n:35][cH:34]1. The reactants are CC(C)(C)OC(=O)NC1CN(C(=O)OCc2ccccc2)CC1COS(C)(=O)=O, ClCCl. Product: CS(=O)(=O)OCC1CN(C(=O)OCc2ccccc2)CC1N. Reaction SMILES: [C:1]([O:2][C:3](=[O:4])[NH:8][CH:9]1[CH2:10][N:11]([C:20](=[O:21])[O:22][CH2:23][c:24]2[cH:25][cH:26][cH:27][cH:28][cH:29]2)[CH2:12][CH:13]1[CH2:14][O:15][S:16](=[O:17])(=[O:18])[CH3:19])([CH3:5])([CH3:6])[CH3:7].[Cl:30][CH2:31][Cl:32]>>[NH2:8][CH:9]1[CH2:10][N:11]([C:20](=[O:21])[O:22][CH2:23][c:24]2[cH:25][cH:26][cH:27][cH:28][cH:29]2)[CH2:12][CH:13]1[CH2:14][O:15][S:16](=[O:17])(=[O:18])[CH3:19]. The reactants are N(=NC(=O)OCC)C(=O)OCC (diethyl azodicarboxylate), ClC1=CC(=C(C=C1)N1C(N(C(=CC1=O)C(F)(F)F)C)=O)O (3-(4-chloro-2-hydroxyphenyl)-1-methyl-6-trifluoromethyluracil), C#CC(C)O (1-butyn-3-ol), C1(=CC=CC=C1)P(C1=CC=CC=C1)C1=CC=CC=C1 (triphenylphosphine). The solvent is O1CCCC1 (tetrahydrofuran). Conditions: time 1 hour. The product is ClC1=CC(=C(C=C1)N1C(N(C(=CC1=O)C(F)(F)F)C)=O)OC(C#C)C (3-[4-chloro-2-(1-methyl-2-propynyloxy) phenyl]-1-methyl-6-trifluoromethyluracil). Isolated yield 94.2%. Reaction SMILES: [Cl:1][C:2]1[CH:7]=[CH:6][C:5]([N:8]2[C:13](=[O:14])[CH:12]=[C:11]([C:15]([F:18])([F:17])[F:16])[N:10]([CH3:19])[C:9]2=[O:20])=[C:4]([OH:21])[CH:3]=1.[CH:22]#[C:23][CH:24](O)[CH3:25].C1(P(C2C=CC=CC=2)C2C=CC=CC=2)C=CC=CC=1.N(C(OCC)=O)=NC(OCC)=O>O1CCCC1>[Cl:1][C:2]1[CH:7]=[CH:6][C:5]([N:8]2[C:13](=[O:14])[CH:12]=[C:11]([C:15]([F:18])([F:16])[F:17])[N:10]([CH3:19])[C:9]2=[O:20])=[C:4]([O:21][CH:24]([CH3:25])[C:23]#[CH:22])[CH:3]=1. Procedure: 1.7 g (5.3 mmol) of 3-(4-chloro-2-hydroxyphenyl)-1-methyl-6-trifluoromethyluracil, 0.63 g (9.0 mmol) of 1-butyn-3-ol and 1.57 g (6.0 mmol) of triphenylphosphine were dissolved in 100 ml of tetrahydrofuran, and 1.0 g (6.0 mmol) of diethyl azodicarboxylate was dropwise added thereto under cooling with ice. After stirring at room temperature for 1 hour, the solvent was distilled off. Then, the obtained residue was purified by silica gel column chromatography to obtain 1.86 g (yield: 93.9%) of the d... Starting materials: C(#N)C=1C=C(C=O)C=CC1 (3-Cyanobenzaldehyde), C(C)(C)C=1N=C(SC1)C (4-isopropyl-2-methylthiazole), C(C)(=O)OC(C)=O (acetic anhydride). The solvent is C(C)(=O)O (acetic acid). Conditions: temperature 170 celsius, time 24 hour. Product: C(#N)C=1C=C(C=CC1)C=CC=1SC=C(N1)C(C)C (2-(2-(3-cyanophenyl)ethenyl)-4-isopropylthiazole). Yield: 53.7%. RXN SMILES: [C:1]([C:3]1[CH:4]=[C:5]([CH:8]=[CH:9][CH:10]=1)[CH:6]=O)#[N:2].[CH:11]([C:14]1[N:15]=[C:16]([CH3:19])[S:17][CH:18]=1)([CH3:13])[CH3:12].C(OC(=O)C)(=O)C>C(O)(=O)C>[C:1]([C:3]1[CH:4]=[C:5]([CH:6]=[CH:19][C:16]2[S:17][CH:18]=[C:14]([CH:11]([CH3:13])[CH3:12])[N:15]=2)[CH:8]=[CH:9][CH:10]=1)#[N:2]. Reported procedure: 3-Cyanobenzaldehyde (3.93 g, 30.0 mmol) was mixed with 4-isopropyl-2-methylthiazole (4.19 g, 30.0 mmol), and acetic anhydride (1.53 g, 15.0 mmol) was added. The mixture was heated under stirring at 170° C for 24 hours. After the reaction, acetic acid was distilled out under reduced pressure and the residue was purified by column chromatography (SiO2, n-hexane/ethyl acetate=3/l) to afford the indicated compound (4.10 g) with a yield of 54%.